describe an organic reaction: reactants, conditions, products, and yield From a dataset of the Open Reaction Database (ORD), a public repository of structured organic reaction records. Starting materials: S=C(n1ccnc1)n1ccnc1, Nc1cc(Cl)ccc1Cl, Nc1ccc(NC(=O)c2csnn2)cc1, C1CCOC1. The product is O=C(Nc1ccc(NC(=S)Nc2cc(Cl)ccc2Cl)cc1)c1csnn1. Reaction SMILES: [C:10](=[S:11])([n:12]1[cH:13][cH:14][n:15][cH:16]1)[n:17]1[cH:18][cH:19][n:20][cH:21]1.[NH2:1][c:2]1[cH:3][c:4]([Cl:5])[cH:6][cH:7][c:8]1[Cl:9].[NH2:22][c:23]1[cH:24][cH:25][c:26]([NH:29][C:30](=[O:31])[c:32]2[n:33][n:34][s:35][cH:36]2)[cH:27][cH:28]1.[O:37]1[CH2:38][CH2:39][CH2:40][CH2:41]1>>[NH:1]([c:2]1[cH:3][c:4]([Cl:5])[cH:6][cH:7][c:8]1[Cl:9])[C:10](=[S:11])[NH:22][c:23]1[cH:24][cH:25][c:26]([NH:29][C:30](=[O:31])[c:32]2[n:33][n:34][s:35][cH:36]2)[cH:27][cH:28]1. Reactants: OCCN(C(=O)C=1SC=2CCOC3=C(C2N1)C=CC(=C3)Br)C(C)C (8-Bromo-4,5-dihydro-6-oxa-3-thia-1-aza-benzo[e]azulene-2-carboxylic acid (2-hydroxyethyl)-isopropylamide), CN1N=CC(=C1)B1OC(C(O1)(C)C)(C)C (1-methyl-4-(4,4,5,5-tetramethyl-1,3,2-dioxaborolan-2-yl)-1H-pyrazole). Product: OCCN(C(=O)C=1SC=2CCOC3=C(C2N1)C=CC(=C3)C=3C=NN(C3)C)C(C)C (8-(1-Methyl-1H-pyrazol-4-yl)-4,5-dihydro-6-oxa-3-thia-1-aza-benzo[e]azulene-2-carboxylic acid (2-hydroxy-ethyl)-isopropyl-amide). RXN SMILES: [OH:1][CH2:2][CH2:3][N:4]([CH:22]([CH3:24])[CH3:23])[C:5]([C:7]1[S:8][C:9]2[CH2:10][CH2:11][O:12][C:13]3[CH:20]=[C:19](Br)[CH:18]=[CH:17][C:14]=3[C:15]=2[N:16]=1)=[O:6].[CH3:25][N:26]1[CH:30]=[C:29](B2OC(C)(C)C(C)(C)O2)[CH:28]=[N:27]1>>[OH:1][CH2:2][CH2:3][N:4]([CH:22]([CH3:24])[CH3:23])[C:5]([C:7]1[S:8][C:9]2[CH2:10][CH2:11][O:12][C:13]3[CH:20]=[C:19]([C:29]4[CH:28]=[N:27][N:26]([CH3:25])[CH:30]=4)[CH:18]=[CH:17][C:14]=3[C:15]=2[N:16]=1)=[O:6]. Reported procedure: Following Example 267, 8-Bromo-4,5-dihydro-6-oxa-3-thia-1-aza-benzo[e]azulene-2-carboxylic acid (2-hydroxyethyl)-isopropylamide and 1-methyl-4-(4,4,5,5-tetramethyl-1,3,2-dioxaborolan-2-yl)-1H-pyrazole were reacted to give 268. MS: (ESI+)=413.1